This data is from the Open Reaction Database (ORD), a public repository of structured organic reaction records. The task is: describe an organic reaction: reactants, conditions, products, and yield Starting materials: ClCCCl, Cn1ccc(C2(N)CC2)n1, CCN(C(C)C)C(C)C, ClCCl, Cl, CNC(=O)c1c(-c2ccc(F)cc2)oc2ccc(-c3cc(C(=O)O)ccc3C)cc12, On1nnc2ccccc21. Yields the product CNC(=O)c1c(-c2ccc(F)cc2)oc2ccc(-c3cc(C(=O)NC4(c5ccn(C)n5)CC4)ccc3C)cc12. Reaction SMILES: [CH2:51]([Cl:52])[CH2:53][Cl:54].[CH3:31][n:32]1[n:33][c:34]([C:37]2([NH2:40])[CH2:38][CH2:39]2)[cH:35][cH:36]1.[CH:56]([N:57]([CH:58]([CH3:59])[CH3:60])[CH2:61][CH3:62])([CH3:63])[CH3:64].[Cl:65][CH2:66][Cl:67].[ClH:55].[F:1][c:2]1[cH:3][cH:4][c:5](-[c:8]2[o:9][c:10]3[c:11]([c:12]2[C:13]([NH:14][CH3:15])=[O:16])[cH:17][c:18](-[c:21]2[cH:22][c:23]([C:24](=[O:25])[OH:26])[cH:27][cH:28][c:29]2[CH3:30])[cH:19][cH:20]3)[cH:6][cH:7]1.[OH:41][n:42]1[c:43]2[c:44]([cH:45][cH:46][cH:47][cH:48]2)[n:49][n:50]1>>[F:1][c:2]1[cH:3][cH:4][c:5](-[c:8]2[o:9][c:10]3[c:11]([c:12]2[C:13]([NH:14][CH3:15])=[O:16])[cH:17][c:18](-[c:21]2[cH:22][c:23]([C:24](=[O:25])[NH:40][C:37]4([c:34]5[n:33][n:32]([CH3:31])[cH:36][cH:35]5)[CH2:38][CH2:39]4)[cH:27][cH:28][c:29]2[CH3:30])[cH:19][cH:20]3)[cH:6][cH:7]1. Starting materials: Br, Cc1ccc(-c2cn3c(n2)sc2cc([N+](=O)[O-])ccc23)cc1, [Na+], [Na+], O, O=S([O-])S(=O)[O-]. As a reaction SMILES: [BrH:1].[N+:2]([O-:3])(=[O:4])[c:5]1[cH:6][c:7]2[c:8]([n:9]3[c:10]([s:11]2)[n:12][c:13](-[c:15]2[cH:16][cH:17][c:18]([CH3:21])[cH:19][cH:20]2)[cH:14]3)[cH:22][cH:23]1.[Na+:30].[Na+:31].[OH2:32].[S:24]([S:25]([O-:26])=[O:27])([O-:28])=[O:29]>>[NH2:2][c:5]1[cH:6][c:7]2[c:8]([n:9]3[c:10]([s:11]2)[n:12][c:13](-[c:15]2[cH:16][cH:17][c:18]([CH3:21])[cH:19][cH:20]2)[cH:14]3)[cH:22][cH:23]1. The product is Cc1ccc(-c2cn3c(n2)sc2cc(N)ccc23)cc1.